Dataset: the Open Reaction Database (ORD), a public repository of structured organic reaction records. Task: describe an organic reaction: reactants, conditions, products, and yield Reactants: N1N=CN(C1)N (1H-1,2,4-triazol-4-amine), BrCC(=O)C1=CC=CC2=CC=CC=C12 (2-bromo-1-(1-naphthalenyl)ethanone). Run in C(C)#N (acetonitrile). Conditions: time 3 hour. Yields the product [Br-].NN1C=N[NH+](C1)CC(=O)C1=CC=CC2=CC=CC=C12 (4-amino-1-[2-(1-naphthalenyl)-2-oxoethyl]-1 H-1,2,4-triazolium bromide). The yield is 122.0%. Reaction SMILES: [NH:1]1[CH2:5][N:4]([NH2:6])[CH:3]=[N:2]1.[Br:7][CH2:8][C:9]([C:11]1[C:20]2[C:15](=[CH:16][CH:17]=[CH:18][CH:19]=2)[CH:14]=[CH:13][CH:12]=1)=[O:10]>C(#N)C>[Br-:7].[NH2:6][N:4]1[CH2:5][NH+:1]([CH2:8][C:9]([C:11]2[C:20]3[C:15](=[CH:16][CH:17]=[CH:18][CH:19]=3)[CH:14]=[CH:13][CH:12]=2)=[O:10])[N:2]=[CH:3]1 |f:3.4|. Procedure details: A mixture of 1H-1,2,4-triazol-4-amine (44 g), 2-bromo-1-(1-naphthalenyl)ethanone (200 g) and acetonitrile (1000 ml) was stirred for 3 hours at reflux temperature. After cooling, the precipitated product was filtered off, washed with acetonitrile and dried in vacuo, yielding 209 g (78.4%) of 4-amino-1-[2-(1-naphthalenyl)-2-oxoethyl]-1 H-1,2,4-triazolium bromide; mp. 170° C. (interm. 7). Reactants: 80a, C12C=3C=C(C=CC3CC(CC1)N2)NC2=NC=C(C(=N2)N[C@H]2[C@@H](CCCC2)NS(=O)(=O)C)Cl (N-{(1R,2R)-2-[2-(12-aza-tricyclo[7.2.1.0*2,7*]dodeca-2(7),3,5-trien-4-ylamino)-5-chloro-pyrimidin-4-ylamino]-cyclohexyl}-methanesulfonamide). Solvent: CC(CC)=O (2-butanone). Yields the product C(C)(CC)N1C2C=3C=C(C=CC3CC1CC2)NC2=NC=C(C(=N2)N[C@H]2[C@@H](CCCC2)NS(=O)(=O)C)Cl (N-{(1R,2R)-2-[2-(12-sec-Butyl-12-aza-tricyclo[7.2.1.0*2,7*]dodeca-2(7),3,5-trien-4-ylamino)-5-chloro-pyrimidin-4-ylamino]-cyclohexyl}-methanesulfonamide). Yield: 189.5%. As a reaction SMILES: [CH:1]12[NH:12][CH:9]([CH2:10][CH2:11]1)[CH2:8][C:7]1[CH:6]=[CH:5][C:4]([NH:13][C:14]3[N:19]=[C:18]([NH:20][C@@H:21]4[CH2:26][CH2:25][CH2:24][CH2:23][C@H:22]4[NH:27][S:28]([CH3:31])(=[O:30])=[O:29])[C:17]([Cl:32])=[CH:16][N:15]=3)=[CH:3][C:2]2=1>CC(=O)CC>[CH:1]([N:12]1[CH:9]2[CH2:10][CH2:11][CH:1]1[C:2]1[CH:3]=[C:4]([NH:13][C:14]3[N:19]=[C:18]([NH:20][C@@H:21]4[CH2:26][CH2:25][CH2:24][CH2:23][C@H:22]4[NH:27][S:28]([CH3:31])(=[O:30])=[O:29])[C:17]([Cl:32])=[CH:16][N:15]=3)[CH:5]=[CH:6][C:7]=1[CH2:8]2)([CH2:2][CH3:7])[CH3:11]. Procedure: Following a procedure analogous to 80a, N-{(1R,2R)-2-[2-(12-aza-tricyclo[7.2.1.0*2,7*]dodeca-2(7),3,5-trien-4-ylamino)-5-chloro-pyrimidin-4-ylamino]-cyclohexyl}-methanesulfonamide (90 mg, 0.19 mmol) and 2-butanone were converted to the title compound as an off-white solid (96 mg, 95%): 1:1 mixture of diastereomers. 1HNMR (400 MHz, MeOD) δ 7.9 (s, 1H), 7.5 (m, 2H), 7.1 (d, 1H, J=8.3 Hz), 4.6 (m, 1H), 4.2 (m, 1H), 4.0 (m, 1H), 3.3 (m, 1H), 2.9 (d, 3H, J=4.0 Hz), 2.8 (m, 1H), 2.7 (d, 1H, J=7.4 Hz),... Starting materials: O=C(O)c1ccc2c(c1)OCO2, CCCO, Nc1ccc2ccc(Cl)nc2n1, O. Product: O=C(Nc1ccc2ccc(Cl)nc2n1)c1ccc2c(c1)OCO2. RXN SMILES: [CH2:1]1[O:2][c:3]2[cH:4][c:5]([C:6](=[O:7])[OH:8])[cH:9][cH:10][c:11]2[O:12]1.[CH2:26]([OH:27])[CH2:28][CH3:29].[NH2:13][c:14]1[n:15][c:16]2[n:17][c:18]([Cl:24])[cH:19][cH:20][c:21]2[cH:22][cH:23]1.[OH2:25]>>[CH2:1]1[O:2][c:3]2[cH:4][c:5]([C:6](=[O:8])[NH:13][c:14]3[n:15][c:16]4[n:17][c:18]([Cl:24])[cH:19][cH:20][c:21]4[cH:22][cH:23]3)[cH:9][cH:10][c:11]2[O:12]1. Reactants: CCOC(=O)CC(=O)CCl, NC(=O)Nc1ccc(Cl)cc1, C1COCCO1. Product: O=C(NC1=CC(=O)OC1)Nc1ccc(Cl)cc1. Reaction SMILES: [Cl:12][CH2:13][C:14]([CH2:15][C:16](=[O:17])[O:18][CH2:19][CH3:20])=[O:21].[Cl:1][c:2]1[cH:3][cH:4][c:5]([NH:8][C:9](=[O:10])[NH2:11])[cH:6][cH:7]1.[O:22]1[CH2:23][CH2:24][O:25][CH2:26][CH2:27]1>>[Cl:1][c:2]1[cH:3][cH:4][c:5]([NH:8][C:9](=[O:10])[NH:11][C:20]2=[CH:15][C:16](=[O:17])[O:18][CH2:19]2)[cH:6][cH:7]1. Starting materials: C(C)O (ethanol), BrC1=C(C=O)C=C(C=C1)O (2-bromo-5-hydroxybenzaldehyde), ClC1=CC=C(C=C1)B(O)O (4-chlorophenylboronic acid), dichlorobis(triphenylphosphine) palladium(II), C(=O)([O-])[O-].[Na+].[Na+] (Na2CO3). Solvent: C(OC)COC (dimethoxyethane), C(C)(=O)OCC (ethyl acetate). Yields the product ClC1=CC=C(C=C1)C=1C(=CC(=CC1)O)C=O (4′-chloro-4-hydroxybiphenyl-2-carbaldehyde). Reaction SMILES: Br[C:2]1[CH:9]=[CH:8][C:7]([OH:10])=[CH:6][C:3]=1[CH:4]=[O:5].[Cl:11][C:12]1[CH:17]=[CH:16][C:15](B(O)O)=[CH:14][CH:13]=1.C(O)C.C([O-])([O-])=O.[Na+].[Na+]>C(COC)OC.C(OCC)(=O)C>[Cl:11][C:12]1[CH:17]=[CH:16][C:15]([C:2]2[C:3]([CH:4]=[O:5])=[CH:6][C:7]([OH:10])=[CH:8][CH:9]=2)=[CH:14][CH:13]=1 |f:3.4.5|. Procedure: 2-bromo-5-hydroxybenzaldehyde (20 g), 4-chlorophenylboronic acid (17.1 g) and dichlorobis(triphenylphosphine) palladium(II) (1.75 g) were dissolved in 475 mL of a dimethoxyethane:ethanol:2M Na2CO3 solution (7:2:2). The mixture was heated to reflux for 1 hour. The reaction mixture was then diluted with ethyl acetate, washed thoroughly with water and with brine, dried over MgSO4, filtered and concentrated. The resulting solid was slurried in 500 mL of hexane:ether mixture (2:1). The title compound... Reactants: COCCCOc1cc(C(=O)N(CC2CN(C(=O)OC(C)(C)C)CC2CO)C(C)C)ccc1OC, ClCCl, O=C(O)C(F)(F)F, [Na+], O=C([O-])O. Product: COCCCOc1cc(C(=O)N(CC2CNCC2CO)C(C)C)ccc1OC. RXN SMILES: [C:1]([O:2][C:3](=[O:4])[N:8]1[CH2:9][CH:10]([CH2:34][OH:35])[CH:11]([CH2:13][N:14]([C:15]([c:16]2[cH:17][c:18]([O:24][CH2:25][CH2:26][CH2:27][O:28][CH3:29])[c:19]([O:22][CH3:23])[cH:20][cH:21]2)=[O:30])[CH:31]([CH3:32])[CH3:33])[CH2:12]1)([CH3:5])([CH3:6])[CH3:7].[Cl:48][CH2:49][Cl:50].[F:36][C:37]([F:38])([F:39])[C:40]([OH:41])=[O:42].[Na+:47].[O-:43][C:44]([OH:45])=[O:46]>>[NH:8]1[CH2:9][CH:10]([CH2:34][OH:35])[CH:11]([CH2:13][N:14]([C:15]([c:16]2[cH:17][c:18]([O:24][CH2:25][CH2:26][CH2:27][O:28][CH3:29])[c:19]([O:22][CH3:23])[cH:20][cH:21]2)=[O:30])[CH:31]([CH3:32])[CH3:33])[CH2:12]1. The reactants are C=C(C)OC, CC#N, [Na+], O=C([O-])O, O=C1c2ccccc2C(=O)N1O, Cc1ccc(S(=O)(=O)O)cc1. Yields the product COC(C)(C)ON1C(=O)c2ccccc2C1=O. RXN SMILES: [CH3:13][O:14][C:15](=[CH2:16])[CH3:17].[CH3:29][C:30]#[N:31].[Na+:36].[O-:32][C:33]([OH:34])=[O:35].[OH:1][N:2]1[C:3](=[O:12])[c:4]2[c:5]([cH:8][cH:9][cH:10][cH:11]2)[C:6]1=[O:7].[c:18]1([CH3:19])[cH:20][cH:21][c:22]([S:23]([OH:24])(=[O:25])=[O:26])[cH:27][cH:28]1>>[O:1]([N:2]1[C:3](=[O:12])[c:4]2[c:5]([cH:8][cH:9][cH:10][cH:11]2)[C:6]1=[O:7])[C:15]([O:14][CH3:13])([CH3:16])[CH3:17]. The reactants are C(C=C)N1C=2N=CNC(C2N=C1C=1SC=CC1)=O (9-Allyl-8-thiophen-2-yl-1,9-dihydro-purin-6-one), C(CC)I (n-propyl iodide), C(=O)([O-])[O-].[Cs+].[Cs+] (Cs2CO3). The product is C(C=C)N1C=2N=CN(C(C2N=C1C=1SC=CC1)=O)CCC (9-allyl-1-propyl-8-thiophen-2-yl-1,9-dihydro-purin-6-one). The solvent is CN(C)C=O (DMF), O (water). As a reaction SMILES: [CH2:1]([N:4]1[C:12]([C:13]2[S:14][CH:15]=[CH:16][CH:17]=2)=[N:11][C:10]2[C:9](=[O:18])[NH:8][CH:7]=[N:6][C:5]1=2)[CH:2]=[CH2:3].[CH2:19](I)[CH2:20][CH3:21].C([O-])([O-])=O.[Cs+].[Cs+]>CN(C=O)C.O>[CH2:1]([N:4]1[C:12]([C:13]2[S:14][CH:15]=[CH:16][CH:17]=2)=[N:11][C:10]2[C:9](=[O:18])[N:8]([CH2:19][CH2:20][CH3:21])[CH:7]=[N:6][C:5]1=2)[CH:2]=[CH2:3] |f:2.3.4|. Yield: 85.4%. Run at temperature 27 celsius, time 20 hour. Procedure details: A mixture of 9-Allyl-8-thiophen-2-yl-1,9-dihydro-purin-6-one (0.100 g, 0.39 mmol), n-propyl iodide (0.04 ml, 0.4 mmol) and Cs2CO3 (0.192 g, 0.59 mmol) were taken in DMF (1 ml) and stirred for 20 hours at 27° C. The reaction mixture was diluted with water (5 ml) and extracted with ethyl acetate (3×10 ml). The organic layer was washed with brine (2×15 ml), dried over Na2SO4. Solvent was removed to get 9-allyl-1-propyl-8-thiophen-2-yl-1,9-dihydro-purin-6-one (0.100 g, 86%). Reactants: [BH4-].[Na+] (Sodium borohydride), N[C@@H](CO)C ((2R)-2-amino propanol), C(C1=CC=CC=C1)=O (benzaldehyde), C(=O)(O)[O-].[Na+] (NaHCO3). Solvent: CO (MeOH). Run at temperature 0 celsius, time 4 hour. Product: C(C1=CC=CC=C1)N[C@@H](CO)C ((2R)-2-[Benzylamino]propan-1-ol). RXN SMILES: [NH2:1][C@H:2]([CH3:5])[CH2:3][OH:4].[CH:6](=O)[C:7]1[CH:12]=[CH:11][CH:10]=[CH:9][CH:8]=1.C([O-])(O)=O.[Na+].[BH4-].[Na+]>CO>[CH2:6]([NH:1][C@H:2]([CH3:5])[CH2:3][OH:4])[C:7]1[CH:12]=[CH:11][CH:10]=[CH:9][CH:8]=1 |f:2.3,4.5|. Procedure details: A mixture of (2R)-2-amino propanol (1.2 equivalents), benzaldehyde (1 equivalent), NaHCO3 (1.5 equivalents), and MeOH, (˜1 M) was heated at reflux for 4 hours and then cooled to 0° C. Sodium borohydride (4.8 equivalents) was added portionwise to the stirred reaction mixture during a period of 2 hours at ca. 10° C. The whole was stirred at room temperature for 4 hours. The insoluble materials were filtered off and then the filtrate was concentrated to dryness. The residue was dissolved in CH2Cl2,...